Task: describe an organic reaction: reactants, conditions, products, and yield. Dataset: the Open Reaction Database (ORD), a public repository of structured organic reaction records Reactants: COC=1C=C(C=CC1OC)C(CO)(C)C (2-(3,4-dimethoxy-phenyl)-2-methyl-propan-1-ol), CC(=O)OI1(C=2C=CC=CC2C(=O)O1)(OC(=O)C)OC(=O)C (Dess-Martin reagent), C([O-])(O)=O.[Na+] (sodium bicarbonate), S(=S)(=O)([O-])[O-].[Na+].[Na+] (sodium thiosulphate). The solvent is ClCCl (dichloromethane). Yields the product COC=1C=C(C=CC1OC)C(C=O)(C)C (2-(3,4-dimethoxy-phenyl)-2-methyl-propionaldehyde). As a reaction SMILES: [CH3:1][O:2][C:3]1[CH:4]=[C:5]([C:11]([CH3:15])([CH3:14])[CH2:12][OH:13])[CH:6]=[CH:7][C:8]=1[O:9][CH3:10].CC(OI1(OC(C)=O)(OC(C)=O)OC(=O)C2C=CC=CC1=2)=O.C(=O)(O)[O-].[Na+].S([O-])([O-])(=O)=S.[Na+].[Na+]>ClCCl>[CH3:1][O:2][C:3]1[CH:4]=[C:5]([C:11]([CH3:15])([CH3:14])[CH:12]=[O:13])[CH:6]=[CH:7][C:8]=1[O:9][CH3:10] |f:2.3,4.5.6|. Reported procedure: A solution of 100 mg (0.476 mmol) 2-(3,4-dimethoxy-phenyl)-2-methyl-propan-1-ol in 1 ml dichloromethane is treated with 202 mg (0.476 mmol) Dess-Martin reagent at rt. After 1 h aqueous sodium bicarbonate and sodium thiosulphate solutions are added and the product is extracted with dichloromethane. The organic layers are evaporated and the aldehyde is obtained in a sufficient purity to be used in reductive aminations. Reactants: [Cl-].[NH4+] (ammonium chloride), C(=O)(N1C=NC=C1)N1C=NC=C1 (carbonyldiimidazole), C(CSCC#CCC#CCC#CCCCCCCCC)(=O)O (3-thia-5,8,11-eicosatriynoic acid), C(COCCO)N (diglycolamine). Solvent: ClCCCl (1,2-dichloroethane). Product: OCCOCCNC(CSCC#CCC#CCC#CCCCCCCCC)=O (N[(2-hydroxyethyl) oxyethyl]-3-thia-5,8,11-eicosatriynamide). Isolated yield 74.1%. Reaction SMILES: C(N1C=CN=C1)(N1C=CN=C1)=O.[C:13]([OH:34])(=O)[CH2:14][S:15][CH2:16][C:17]#[C:18][CH2:19][C:20]#[C:21][CH2:22][C:23]#[C:24][CH2:25][CH2:26][CH2:27][CH2:28][CH2:29][CH2:30][CH2:31][CH3:32].[CH2:35]([NH2:41])[CH2:36][O:37][CH2:38][CH2:39][OH:40].[Cl-].[NH4+]>ClCCCl>[OH:40][CH2:39][CH2:38][O:37][CH2:36][CH2:35][NH:41][C:13](=[O:34])[CH2:14][S:15][CH2:16][C:17]#[C:18][CH2:19][C:20]#[C:21][CH2:22][C:23]#[C:24][CH2:25][CH2:26][CH2:27][CH2:28][CH2:29][CH2:30][CH2:31][CH3:32] |f:3.4|. Procedure details: 3 g of carbonyldiimidazole are added to a solution of 3.18 g of 3-thia-5,8,11-eicosatriynoic acid in 50 cm3 of 1,2-dichloroethane, stirred at ambient temperature under an inert atmosphere. The mixture thus obtained is heated to a temperature of between 40° and 50° C. for 3 hours. The solution is then cooled to about 10° C. and 2.10 g of diglycolamine are added. 2 hours after the end of the introduction, the reaction mixture is poured into a saturated solution of ammonium chloride. The organic ph... Procedure details: The pyrazole acid, prepared by coupling methyl ester 85 (Gen. Proc. 26) with 2-chlorobenzoyl chloride (21) followed by hydrolysis and bromination as shown in Gen. Proc. 8. was coupled to compound 92 (Procedure 27) using the method of Procedure 3. The product is CN1C2=C(N(C[C@H](C1=O)NC(=O)C1=NN(C(=C1Br)NC(C1=C(C=CC=C1)Cl)=O)C)C)C=CC=C2 ((R)-4-bromo-5-(2-chlorobenzoylamino)-1-methyl-pyrazole-3-carboxylic acid (1,5-dimethyl-2-oxo-2,3,4,5-tetrahydro-1H-benzo[b][1,4]diazepin-3-yl)amide). Starting materials: N1N=CC=C1 (pyrazole), N1(CCCC1)CCNC(=O)C1=NNC(=C1Br)NC(C1=C(C=CC=C1)Cl)=O (4-Bromo-5-(2-chloro-benzoylamino)-1H-pyrazole-3-carboxylic acid (2-pyrrolidin-1-yl-ethyl)-amide), CN(C(=O)C1=NNC(=C1Br)NC(C1=C(C=CC=C1)Cl)=O)[C@H](C)C1=CC=CC=C1 ((R)-4-Bromo-5-(2-chloro-benzoylamino)-1H-pyrazole-3-carboxylic acid methyl-(1-phenyl-ethyl)-amide), ClC1=C(C(=O)Cl)C=CC=C1 (2-chlorobenzoyl chloride). As a reaction SMILES: N1C=C[CH:3]=N1.[CH3:6][N:7]([C@@H:26]([C:28]1C=CC=C[CH:29]=1)C)[C:8](C1C(Br)=C(NC(=O)C2C=CC=CC=2Cl)NN=1)=[O:9].[Cl:34][C:35]1[CH:43]=[CH:42][CH:41]=[CH:40][C:36]=1[C:37](Cl)=[O:38].[N:44]1([CH2:49][CH2:50][NH:51][C:52]([C:54]2[C:58]([Br:59])=[C:57]([NH:60]C(=O)C3C=CC=CC=3Cl)[NH:56][N:55]=2)=[O:53])[CH2:48][CH2:47][CH2:46][CH2:45]1>>[CH3:6][N:7]1[C:8](=[O:9])[C@H:50]([NH:51][C:52]([C:54]2[C:58]([Br:59])=[C:57]([NH:60][C:37](=[O:38])[C:36]3[CH:40]=[CH:41][CH:42]=[CH:43][C:35]=3[Cl:34])[N:56]([CH3:3])[N:55]=2)=[O:53])[CH2:49][N:44]([CH3:45])[C:48]2[CH:47]=[CH:46][CH:29]=[CH:28][C:26]1=2. Starting materials: Cc1ccccc1, Cn1nc(-c2cc(C=O)c(Cl)cc2F)c(Cl)c1C(F)(F)F, O, OCCO. The product is Cn1nc(-c2cc(C3OCCO3)c(Cl)cc2F)c(Cl)c1C(F)(F)F. Reaction SMILES: [CH3:27][c:28]1[cH:29][cH:30][cH:31][cH:32][cH:33]1.[Cl:2][c:3]1[c:4]([CH:5]=[O:6])[cH:7][c:8](-[c:12]2[n:13][n:14]([CH3:22])[c:15]([C:18]([F:19])([F:20])[F:21])[c:16]2[Cl:17])[c:9]([F:11])[cH:10]1.[OH2:1].[OH:23][CH2:24][CH2:25][OH:26]>>[Cl:2][c:3]1[c:4]([CH:5]2[O:6][CH2:25][CH2:24][O:23]2)[cH:7][c:8](-[c:12]2[n:13][n:14]([CH3:22])[c:15]([C:18]([F:19])([F:20])[F:21])[c:16]2[Cl:17])[c:9]([F:11])[cH:10]1. The reactants are O=C([O-])[O-], CCOC(CBr)OCC, CCOC(C)=O, [K+], [K+], CN(C)C=O, O, N#Cc1ccc(O)cc1. Product: CCOC(COc1ccc(C#N)cc1)OCC. Reaction SMILES: [C:1](=[O:2])([O-:3])[O-:4].[CH2:16]([CH3:17])[O:18][CH:19]([CH2:20][Br:21])[O:22][CH2:23][CH3:24].[CH3:31][CH2:32][O:33][C:34]([CH3:35])=[O:36].[K+:5].[K+:6].[O:26]=[CH:27][N:28]([CH3:29])[CH3:30].[OH2:25].[OH:7][c:8]1[cH:9][cH:10][c:11]([C:14]#[N:15])[cH:12][cH:13]1>>[O:7]([c:8]1[cH:9][cH:10][c:11]([C:14]#[N:15])[cH:12][cH:13]1)[CH2:20][CH:19]([O:18][CH2:16][CH3:17])[O:22][CH2:23][CH3:24]. Reactants: C1=CC=C(C=C1)P(C2=CC=CC=C2)C3=C(C4=CC=CC=C4C=C3)C5=C(C=CC6=CC=CC=C65)P(C7=CC=CC=C7)C8=CC=CC=C8 ((S)-(-)-2,2'-bis(diphenylphosphino)-1,1'-binaphthyl), NC=1C=C(C2=C(C(CO2)(C)C)C1)C(C)(C)C (5-amino-7-t-butyl-3,3-dimethyl-2,3-dihydrobenzofuran), C([O-])([O-])=O.[Cs+].[Cs+] (cesium carbonate), NC=1C=C(C2=C(C(CO2)(C)C)C1)C(C)(C)C (5-amino-7-t-butyl-3,3-dimethyl-2,3-dihydrobenzofuran), C(C)OC(C1=CC=C(C=C1)I)=O (ethyl-4-iodo-benzoate). Reagents/catalysts: C=1C=CC(=CC1)/C=C/C(=O)/C=C/C2=CC=CC=C2.C=1C=CC(=CC1)/C=C/C(=O)/C=C/C2=CC=CC=C2.C=1C=CC(=CC1)/C=C/C(=O)/C=C/C2=CC=CC=C2.[Pd].[Pd] (tris(dibenzylideneacetone)dipalladium(0)). The solvent is C1(=CC=CC=C1)C (toluene). Product: C(C)OC(C1=CC=C(C=C1)NC=1C=C(C2=C(C(CO2)(C)C)C1)C(C)(C)C)=O (4-[(7-t-Butyl-3,3-dimethyl-2,3-dihydro-benzofuran-5-yl)-amino]-benzoic acid ethyl ester). Yield: 86.8%. As a reaction SMILES: [NH2:1][C:2]1[CH:3]=[C:4]([C:13]([CH3:16])([CH3:15])[CH3:14])[C:5]2[O:9][CH2:8][C:7]([CH3:11])([CH3:10])[C:6]=2[CH:12]=1.[CH2:17]([O:19][C:20](=[O:28])[C:21]1[CH:26]=[CH:25][C:24](I)=[CH:23][CH:22]=1)[CH3:18].C(=O)([O-])[O-].[Cs+].[Cs+].C1C=CC(P(C2C=CC3C(=CC=CC=3)C=2C2C3C(=CC=CC=3)C=CC=2P(C2C=CC=CC=2)C2C=CC=CC=2)C2C=CC=CC=2)=CC=1>C1(C)C=CC=CC=1.C1C=CC(/C=C/C(/C=C/C2C=CC=CC=2)=O)=CC=1.C1C=CC(/C=C/C(/C=C/C2C=CC=CC=2)=O)=CC=1.C1C=CC(/C=C/C(/C=C/C2C=CC=CC=2)=O)=CC=1.[Pd].[Pd]>[CH2:17]([O:19][C:20](=[O:28])[C:21]1[CH:26]=[CH:25][C:24]([NH:1][C:2]2[CH:3]=[C:4]([C:13]([CH3:16])([CH3:15])[CH3:14])[C:5]3[O:9][CH2:8][C:7]([CH3:10])([CH3:11])[C:6]=3[CH:12]=2)=[CH:23][CH:22]=1)[CH3:18] |f:2.3.4,7.8.9.10.11|. Procedure: Following general procedure E and using 5-amino-7-t-butyl-3,3-dimethyl-2,3-dihydrobenzofuran (Compound 14, 0.14 g, 0.47 mmol), ethyl-4-iodo-benzoate (0.0.13 g, 0.57 mmol), cesium carbonate (0.22 g, 0.66 mmol), tris(dibenzylideneacetone)dipalladium(0) (0.020 g, 0.021 mmol) and (S)-(-)-2,2'-bis(diphenylphosphino)-1,1'-binaphthyl (0.040 g, 0.064 mmol) in 4 mL of anhydrous toluene, the title compound (0.15 g, 86%) was obtained. 1H NMR (300 MHz, CDCl3): δ 7.92 (d, 2H, J=8.8 Hz), 6.91(d, 1H, J=2.2 Hz)...